This data is from the Open Reaction Database (ORD), a public repository of structured organic reaction records. The task is: describe an organic reaction: reactants, conditions, products, and yield Reactants: C(C)C1C(CC(C(C(OC(C2CCCCN2C(C(C2(C(CC(C(C(CC(CC(=C1)C)C)OC)O2)OC)C)O)=O)=O)=O)C(=CC2CC(C(CC2)O)O)C)C)O)=O (17-ethyl-1,14-dihydroxy-12-[2'-(3",4"-dihydroxycyclohexyl)-1'-methyl-vinyl]-23,25-dimethoxy-13,19,21,27-tetramethyl-11,28-dioxa-4-azatricyclo[22.3.1.04,9 ]octacos-18-ene-2,3,10,16-tetraone), C(C)(=O)O.C(C)(=O)O.O(C1=CC=CC=C1)C1=CC=C(C=C1)[Bi](C1=CC=C(C=C1)OC1=CC=CC=C1)C1=CC=C(C=C1)OC1=CC=CC=C1 (tri(4-phenoxyphenyl)bismuth diacetate), C(C)(=O)O (acetic acid), C(O)(O)=O.O(C1=CC=CC=C1)C1=CC=C(C=C1)[Bi](C1=CC=C(C=C1)OC1=CC=CC=C1)C1=CC=C(C=C1)OC1=CC=CC=C1 (tri(4-phenoxyphenyl)bismuth carbonate). Reagents/catalysts: CC(=O)[O-].CC(=O)[O-].[Cu+2] (Cu(OAc)2). The solvent is C(=O)(O)[O-].[Na+] (NaHCO3), C(Cl)Cl (CH2Cl2), C(Cl)Cl (CH2Cl2). Run at temperature 40 celsius. Yields the product C(C)C1C(CC(C(C(OC(C2CCCCN2C(C(C2(C(CC(C(C(CC(CC(=C1)C)C)OC)O2)OC)C)O)=O)=O)=O)C(=CC2CC(C(CC2)OC2=CC=C(C=C2)OC2=CC=CC=C2)O)C)C)O)=O (17-ethyl-1,14-dihydroxy-12-[2'-(4"-(4'"-phenoxyphenyloxy)-3"-hydroxycyclohexyl)-1'-methylvinyl]-23,25-dimethoxy-13,19,21,27-tetramethyl-11,28-dioxa-4-azatricyclo[22.3.1.04,9 ]octacos-18-ene-2,3,10,16-tetraone), 17-ethyl-1,14-dihydroxy. Reaction SMILES: [CH2:1]([CH:3]1[CH:29]=[C:28]([CH3:30])[CH2:27][CH:26]([CH3:31])[CH2:25][CH:24]([O:32][CH3:33])[CH:23]2[O:34][C:19]([OH:38])([CH:20]([CH3:37])[CH2:21][CH:22]2[O:35][CH3:36])[C:18](=[O:39])[C:17](=[O:40])[N:16]2[CH:11]([CH2:12][CH2:13][CH2:14][CH2:15]2)[C:10](=[O:41])[O:9][CH:8]([C:42]([CH3:52])=[CH:43][CH:44]2[CH2:49][CH2:48][CH:47]([OH:50])[CH:46]([OH:51])[CH2:45]2)[CH:7]([CH3:53])[CH:6]([OH:54])[CH2:5][C:4]1=[O:55])[CH3:2].C(O)(=O)C.C(O)(=O)C.[O:64]([C:71]1[CH:76]=[CH:75][C:74]([Bi](C2C=CC(OC3C=CC=CC=3)=CC=2)C2C=CC(OC3C=CC=CC=3)=CC=2)=[CH:73][CH:72]=1)[C:65]1[CH:70]=[CH:69][CH:68]=[CH:67][CH:66]=1.C(O)(=O)C.C(=O)(O)O.O(C1C=CC([Bi](C2C=CC(OC3C=CC=CC=3)=CC=2)C2C=CC(OC3C=CC=CC=3)=CC=2)=CC=1)C1C=CC=CC=1>C(Cl)Cl.C([O-])(O)=O.[Na+].CC([O-])=O.CC([O-])=O.[Cu+2]>[CH2:1]([CH:3]1[CH:29]=[C:28]([CH3:30])[CH2:27][CH:26]([CH3:31])[CH2:25][CH:24]([O:32][CH3:33])[CH:23]2[O:34][C:19]([OH:38])([CH:20]([CH3:37])[CH2:21][CH:22]2[O:35][CH3:36])[C:18](=[O:39])[C:17](=[O:40])[N:16]2[CH:11]([CH2:12][CH2:13][CH2:14][CH2:15]2)[C:10](=[O:41])[O:9][CH:8]([C:42]([CH3:52])=[CH:43][CH:44]2[CH2:49][CH2:48][CH:47]([O:50][C:74]3[CH:75]=[CH:76][C:71]([O:64][C:65]4[CH:70]=[CH:69][CH:68]=[CH:67][CH:66]=4)=[CH:72][CH:73]=3)[CH:46]([OH:51])[CH2:45]2)[CH:7]([CH3:53])[CH:6]([OH:54])[CH2:5][C:4]1=[O:55])[CH3:2] |f:1.2.3,5.6,8.9,10.11.12|. Reported procedure: To a stirred mixture of 17-ethyl-1,14-dihydroxy-12-[2'-(3",4"-dihydroxycyclohexyl)-1'-methyl-vinyl]-23,25-dimethoxy-13,19,21,27-tetramethyl-11,28-dioxa-4-azatricyclo[22.3.1.04,9 ]octacos-18-ene-2,3,10,16-tetraone (150 mg, 0.19 mmol, 1 eq) and Cu(OAc)2 (7 mg, 0.039 mmol, 0.21 eq) in CH2Cl2 (2 mL) in a round bottom flask equipped with a magnetic stir-bar was added tri(4-phenoxyphenyl)bismuth diacetate [prepared immediately prior to use by addition of acetic acid (0.070 ml, 1.22 mmol, 6.4 eq) to a ... Reactants: CN(C)C=O, ClCCCCCl, [Na], O=C1NS(=O)(=O)c2ccccc21. Yields the product O=C1c2ccccc2S(=O)(=O)N1CCCCCl. Reaction SMILES: [CH3:20][N:21]([CH3:22])[CH:23]=[O:24].[Cl:14][CH2:15][CH2:16][CH2:17][CH2:18][Cl:19].[Na:13].[S:1]1(=[O:2])(=[O:3])[NH:4][C:5](=[O:6])[c:7]2[cH:8][cH:9][cH:10][cH:11][c:12]21>>[S:1]1(=[O:2])(=[O:3])[N:4]([CH2:18][CH2:17][CH2:16][CH2:15][Cl:14])[C:5](=[O:6])[c:7]2[cH:8][cH:9][cH:10][cH:11][c:12]21. The reactants are COC=1C=C(C=CC1OC)CCNC(CC1=CC=C(C=C1)Cl)=O (N-[2-(3,4-dimethoxyphenyl)ethyl]-2-(4-chlorophenyl) acetamide), C(C)(C)(C)OC(N(C)C)N(C)C (t-butoxybis(dimethylamino)methane), CN(C=O)C (N,N-dimethylformamide). The solvent is O (Water). Run at temperature 90 celsius, time 3 hour. Yields the product COC=1C=C(C=CC1OC)CCNC(C(=CN(C)C)C1=CC=C(C=C1)Cl)=O (N-[2-(3,4-dimethoxyphenyl)ethyl]-3-dimethylamino-2-(4-chlorophenyl)acrylamide). Isolated yield 99.9%. As a reaction SMILES: [CH3:1][O:2][C:3]1[CH:4]=[C:5]([CH2:11][CH2:12][NH:13][C:14](=[O:23])[CH2:15][C:16]2[CH:21]=[CH:20][C:19]([Cl:22])=[CH:18][CH:17]=2)[CH:6]=[CH:7][C:8]=1[O:9][CH3:10].C(O[CH:29](N(C)C)[N:30]([CH3:32])[CH3:31])(C)(C)C.CN(C)C=O>O>[CH3:1][O:2][C:3]1[CH:4]=[C:5]([CH2:11][CH2:12][NH:13][C:14](=[O:23])[C:15]([C:16]2[CH:21]=[CH:20][C:19]([Cl:22])=[CH:18][CH:17]=2)=[CH:29][N:30]([CH3:32])[CH3:31])[CH:6]=[CH:7][C:8]=1[O:9][CH3:10]. Reported procedure: 5.75 g (17.2 mmol) of N-[2-(3,4-dimethoxyphenyl)ethyl]-2-(4-chlorophenyl) acetamide, 9.00 g (51.6 mmol) of t-butoxybis(dimethylamino)methane and 90 ml of N,N-dimethylformamide were mixed and stirred at 90° C. for 3 hours and then at 110° C. for 3 hours. Water was added to the reaction mixture, which was followed by extracted with ethyl acetate, washed with saturated brine twice, dried over anhydrous magnesium sulfate and the solvent was distilled off under reduced pressure to give 6.68 g of crud... Starting materials: BrC=1C=C(C(=O)O)C=CC1C (3-bromo-4-methylbenzoic acid), S(=O)(Cl)Cl (thionyl chloride), NC1=C(C=CC=C1)O (2-aminophenol), C(C)(C)N(CC)C(C)C (diisopropylethylamine). Run in C1CCOC1 (THF). Conditions: time 4 hour. Product: BrC=1C=C(C(=O)NC2=C(C=CC=C2)O)C=CC1C (3-bromo-N-(2-hydroxyphenyl)-4-methylbenzamide). Reaction SMILES: [Br:1][C:2]1[CH:3]=[C:4]([CH:8]=[CH:9][C:10]=1[CH3:11])[C:5]([OH:7])=O.S(Cl)(Cl)=O.[NH2:16][C:17]1[CH:22]=[CH:21][CH:20]=[CH:19][C:18]=1[OH:23].C(N(C(C)C)CC)(C)C>C1COCC1>[Br:1][C:2]1[CH:3]=[C:4]([CH:8]=[CH:9][C:10]=1[CH3:11])[C:5]([NH:16][C:17]1[CH:22]=[CH:21][CH:20]=[CH:19][C:18]=1[OH:23])=[O:7]. Reported procedure: A mixture of 3-bromo-4-methylbenzoic acid (1.0 g, 4.7 mmol) and thionyl chloride (18 mL) was refluxed for 1 h and then cooled to rt. The excess thionyl chloride was removed in vacuo, the residue was dissolved in THF (10 mL), and was added to a cooled (0° C.) mixture of 2-aminophenol (510 mg, 4.7 mmol) and diisopropylethylamine (0.90 mL, 5.1 mmol) in THF (18 mL). The resulting mixture was stirred at rt for 4 h. The solvent was then removed and the residue was purified by flash chromatography on s... Starting materials: O (water), FC(OC1=C(C(=NN1C(C)C)C(F)(F)F)C)F (5-difluoromethoxy-4-methyl-1-iso-propyl-3-trifluoromethyl-1H-pyrazole), BrN1C(CCC1=O)=O (N-bromosuccinimide), 0.3, N(=NC(C#N)(C)C)C(C#N)(C)C (α,α′-azobisisobutyronitrile). The solvent is C(Cl)(Cl)(Cl)Cl (carbon tetrachloride). Product: BrCC=1C(=NN(C1OC(F)F)C(C)C)C(F)(F)F (4-bromomethyl-5-difluoromethoxy-1-iso-propyl-3-trifluoromethyl-1H-pyrazole). The yield is 40.8%. As a reaction SMILES: [F:1][CH:2]([F:17])[O:3][C:4]1[N:8]([CH:9]([CH3:11])[CH3:10])[N:7]=[C:6]([C:12]([F:15])([F:14])[F:13])[C:5]=1[CH3:16].[Br:18]N1C(=O)CCC1=O.N(C(C)(C)C#N)=NC(C)(C)C#N.O>C(Cl)(Cl)(Cl)Cl>[Br:18][CH2:16][C:5]1[C:6]([C:12]([F:15])([F:14])[F:13])=[N:7][N:8]([CH:9]([CH3:10])[CH3:11])[C:4]=1[O:3][CH:2]([F:1])[F:17]. Procedure: To a solution of 10.3 g (40.0 mmol) of 5-difluoromethoxy-4-methyl-1-iso-propyl-3-trifluoromethyl-1H-pyrazole in 40 ml of carbon tetrachloride were added 7.8 g (44.0 mmol) of N-bromosuccinimide and 0.3 (2.0 mmol) of α,α′-azobisisobutyronitrile, followed by heating and refluxing under stirring. The reaction solution was externally irradiated with a light for 1 hour. After the completion of the reaction was confirmed, the reaction solution was poured into water and extracted with chloroform. The re...